The task is: describe an organic reaction: reactants, conditions, products, and yield. This data is from the Open Reaction Database (ORD), a public repository of structured organic reaction records. As a reaction SMILES: [NH2:1][C:2]1([C:9]2[CH:14]=[CH:13][CH:12]=[CH:11][CH:10]=2)[CH2:7][CH2:6][C:5](=[O:8])[CH2:4][CH2:3]1.Br[CH2:16][CH2:17][CH2:18][CH2:19]Br.C(=O)([O-])[O-].[K+].[K+].C(O)C>O>[C:9]1([C:2]2([N:1]3[CH2:19][CH2:18][CH2:17][CH2:16]3)[CH2:3][CH2:4][C:5](=[O:8])[CH2:6][CH2:7]2)[CH:14]=[CH:13][CH:12]=[CH:11][CH:10]=1 |f:2.3.4|. Reported procedure: A reaction mixture consisting of the free base from 2.69 gm. (0.01 mole) of 4-amino-4-phenylcyclohexanone, ethylene ketal hydrochloride (prepared in Example 32, above) 2.16 gm. of 1,4-dibromobutane, 2.76 gm. potassium carbonate, and 15.0 ml. ethanol is heated at the reflux temperature, with stirring, for eighteen (18) hours. The volatile components are then substantially removed by evaporation under reduced pressure, and the concentrate thus obtained diluted with water. A precipitate forms which... Starting materials: NC1(CCC(CC1)=O)C1=CC=CC=C1 (4-amino-4-phenylcyclohexanone), C(C)O (ethanol), C([O-])([O-])=O.[K+].[K+] (potassium carbonate), ethylene ketal hydrochloride, ethylene ketal hydrochloride, BrCCCCBr (1,4-dibromobutane), ( 18 ). The product is C1(=CC=CC=C1)C1(CCC(CC1)=O)N1CCCC1 (4-phenyl-4-(1-pyrrolidinyl)cyclohexanone). Isolated yield 49.0%. Run in O (water). Starting materials: CC(C=NO)C (2-methylpropionaldehyde oxime), CC(C)([O-])C.[K+] (potassium tert-butoxide), FC1=C(CNC2=NC(=NC=C2F)S(=O)(=O)C)C=CC=C1 (2-fluorobenzyl-(5-fluoro-2-methanesulfonylpyrimidin-4-yl)amine). Solvent: C1CCOC1 (THF). Conditions: time 15 minute. Yields the product FC=1C(=NC(=NC1)ON=CC(C)C)NCC1=C(C=CC=C1)F (2-methylpropionaldehyde O-[5-fluoro-4-(2-fluorobenzylamino)-pyrimidin-2-yl]oxime). Isolated yield 551.9%. RXN SMILES: [CH3:1][CH:2]([CH3:6])[CH:3]=[N:4][OH:5].CC(C)([O-])C.[K+].[F:13][C:14]1[CH:32]=[CH:31][CH:30]=[CH:29][C:15]=1[CH2:16][NH:17][C:18]1[C:23]([F:24])=[CH:22][N:21]=[C:20](S(C)(=O)=O)[N:19]=1>C1COCC1>[F:24][C:23]1[C:18]([NH:17][CH2:16][C:15]2[CH:29]=[CH:30][CH:31]=[CH:32][C:14]=2[F:13])=[N:19][C:20]([O:5][N:4]=[CH:3][CH:2]([CH3:6])[CH3:1])=[N:21][CH:22]=1 |f:1.2|. Procedure: To a solution of 2-methylpropionaldehyde oxime (0.047 g, 0.54 mmol) in anhydrous THF (3 mL) was added a solution of potassium tert-butoxide (KOtBu, 1 M in THF; 0.50 mL, 0.50 mmol) at room temperature, and the resulting pale-yellow mixture was stirred for 15 min. To the resulting solution was added 2-fluorobenzyl-(5-fluoro-2-methanesulfonylpyrimidin-4-yl)amine (0.125 g, 0.42 mmol), and the resulting tan mixture was stirred at room temperature for 16 h. The entire reaction mixture was adsorbed to ... Reactants: C(C=C)OCC1CO1 (allylglycidyl ether), NCCNCCNCCN.C1CO1 (triethylenetetramine ethylene oxide). Conditions: temperature 90 celsius, time 2 hour. Yields the product NCCNCCNCCN.C1CO1 (triethylenetetramine ethylene oxide), NCCNCCNCCN (triethylenetetramine), ( 2 ). Reaction SMILES: [NH2:1][CH2:2][CH2:3][NH:4][CH2:5][CH2:6][NH:7][CH2:8][CH2:9][NH2:10].[CH2:11]1[O:13][CH2:12]1.C(OCC1OC1)C=C>>[NH2:1][CH2:2][CH2:3][NH:4][CH2:5][CH2:6][NH:7][CH2:8][CH2:9][NH2:10].[CH2:12]1[O:13][CH2:11]1.[NH2:1][CH2:2][CH2:3][NH:4][CH2:5][CH2:6][NH:7][CH2:8][CH2:9][NH2:10] |f:0.1,3.4|. Reported procedure: A glass-made reaction apparatus equipped with a thermometer, stirrer, dropping device, nitrogen/air inlet tube and reflux condenser was charged with 400 parts of a triethylenetetramine-ethylene oxide adduct (compound obtained by addition of 10 moles, on average, of ethylene oxide to —NH groups of triethylenetetramine), and the temperature was raised to 90° C. in an air atmosphere. While the reaction system was maintained at 90° C., 24.6 parts of allylglycidyl ether was added over 1 hour. After c...